This data is from the Open Reaction Database (ORD), a public repository of structured organic reaction records. The task is: describe an organic reaction: reactants, conditions, products, and yield Reactants: CC(C)(C)OC(=O)N1CC2CN(c3nc4ccc(-c5ccccc5)cc4[nH]3)CC2C1, Cl, C1COCCO1. Yields the product Cl, c1ccc(-c2ccc3nc(N4CC5CNCC5C4)[nH]c3c2)cc1. RXN SMILES: [C:8]([O:9][C:10](=[O:11])[N:15]1[CH2:16][CH:17]2[CH2:18][N:19]([c:23]3[nH:24][c:25]4[c:26]([n:27]3)[cH:28][cH:29][c:30](-[c:32]3[cH:33][cH:34][cH:35][cH:36][cH:37]3)[cH:31]4)[CH2:20][CH:21]2[CH2:22]1)([CH3:12])([CH3:13])[CH3:14].[ClH:7].[O:1]1[CH2:2][CH2:3][O:4][CH2:5][CH2:6]1>>[ClH:7].[NH:15]1[CH2:16][CH:17]2[CH2:18][N:19]([c:23]3[nH:24][c:25]4[c:26]([n:27]3)[cH:28][cH:29][c:30](-[c:32]3[cH:33][cH:34][cH:35][cH:36][cH:37]3)[cH:31]4)[CH2:20][CH:21]2[CH2:22]1. Starting materials: CCN(CC)C(=O)CCl, CCS(=O)(=O)c1ccc(C(=O)OC)c(Cl)c1O, [K+], [K+], O=C([O-])[O-], CN(C)C=O, O. The product is CCN(CC)C(=O)COc1c(S(=O)(=O)CC)ccc(C(=O)OC)c1Cl. As a reaction SMILES: [CH2:7]([CH3:8])[N:9]([C:10]([CH2:11][Cl:12])=[O:13])[CH2:14][CH3:15].[Cl:21][c:22]1[c:23]([C:24](=[O:25])[O:26][CH3:27])[cH:28][cH:29][c:30]([S:33](=[O:34])(=[O:35])[CH2:36][CH3:37])[c:31]1[OH:32].[K+:1].[K+:2].[O-:3][C:4]([O-:5])=[O:6].[O:16]=[CH:17][N:18]([CH3:19])[CH3:20].[OH2:38]>>[CH2:7]([CH3:8])[N:9]([C:10]([CH2:11][O:32][c:31]1[c:22]([Cl:21])[c:23]([C:24](=[O:25])[O:26][CH3:27])[cH:28][cH:29][c:30]1[S:33](=[O:34])(=[O:35])[CH2:36][CH3:37])=[O:13])[CH2:14][CH3:15]. Reactants: Cl.Cl.NC1CCN(CC1)CCCOC1=CC2=C(C3=C(C(O2)=O)CCC3)C=C1 (7-[3-(4-aminopiperidino)-propoxy]-2,3-dihydrocyclopenta[c][1]benzopyran-4(1H)-one dihydrochloride), C([O-])(O)=O.[Na+] (sodium bicarbonate), [N+](=O)([O-])C1=CC=C(C(=O)Cl)C=C1 (4-nitrobenzoyl chloride). Solvent: ClCCl (dichloromethane), ClCCl (dichloromethane). Run at time 14 hour. The product is [N+](=O)([O-])C1=CC=C(C(=O)NC2CCN(CC2)CCCOC2=CC3=C(C4=C(C(O3)=O)CCC4)C=C2)C=C1 (2,3-Dihydro-7-{3-[4-(4-nitrobenzamido)-piperidino]-propoxy}-cyclopenta[c][1]benzopyran-4(1H)-one). As a reaction SMILES: Cl.Cl.[NH2:3][CH:4]1[CH2:9][CH2:8][N:7]([CH2:10][CH2:11][CH2:12][O:13][C:14]2[CH:27]=[CH:26][C:17]3[C:18]4[CH2:25][CH2:24][CH2:23][C:19]=4[C:20](=[O:22])[O:21][C:16]=3[CH:15]=2)[CH2:6][CH2:5]1.C(=O)(O)[O-].[Na+].[N+:33]([C:36]1[CH:44]=[CH:43][C:39]([C:40](Cl)=[O:41])=[CH:38][CH:37]=1)([O-:35])=[O:34]>ClCCl>[N+:33]([C:36]1[CH:37]=[CH:38][C:39]([C:40]([NH:3][CH:4]2[CH2:9][CH2:8][N:7]([CH2:10][CH2:11][CH2:12][O:13][C:14]3[CH:27]=[CH:26][C:17]4[C:18]5[CH2:25][CH2:24][CH2:23][C:19]=5[C:20](=[O:22])[O:21][C:16]=4[CH:15]=3)[CH2:6][CH2:5]2)=[O:41])=[CH:43][CH:44]=1)([O-:35])=[O:34] |f:0.1.2,3.4|. Reported procedure: A mixture of 4.15 g. (0.01 mole) 7-[3-(4-aminopiperidino)-propoxy]-2,3-dihydrocyclopenta[c][1]benzopyran-4(1H)-one dihydrochloride, 2.5 g. sodium bicarbonate and 60 ml. dichloromethane is mixed, while cooling with ice, with a solution of 1.86 g. (0.01 mole) 4-nitrobenzoyl chloride in 20 ml. dichloromethane. The reaction mixture is stirred for 14 hours at ambient temperature, filtered and the precipitate washed with water and dichloromethane and purified by chromatography on silica gel (elution a...